Dataset: the Open Reaction Database (ORD), a public repository of structured organic reaction records. Task: describe an organic reaction: reactants, conditions, products, and yield The reactants are COC(=O)c1cc(N2CCSCC2)c(C(F)(F)F)cc1[N+](=O)[O-], CCO. Product: COC(=O)c1cc(N2CCSCC2)c(C(F)(F)F)cc1N. RXN SMILES: [CH3:1][O:2][C:3]([c:4]1[c:5]([N+:20]([O-:21])=[O:22])[cH:6][c:7]([C:16]([F:17])([F:18])[F:19])[c:8]([N:10]2[CH2:11][CH2:12][S:13][CH2:14][CH2:15]2)[cH:9]1)=[O:23].[CH3:24][CH2:25][OH:26]>>[CH3:1][O:2][C:3]([c:4]1[c:5]([NH2:20])[cH:6][c:7]([C:16]([F:17])([F:18])[F:19])[c:8]([N:10]2[CH2:11][CH2:12][S:13][CH2:14][CH2:15]2)[cH:9]1)=[O:23]. Starting materials: BrCCCBr, CCOC(C)=O, [Na+], [Na+], O=C([O-])[O-], c1ccc2c(c1)NCCO2, CN(C)C=O. Product: BrCCCN1CCOc2ccccc21. RXN SMILES: [Br:11][CH2:12][CH2:13][CH2:14][Br:15].[CH3:27][CH2:28][O:29][C:30](=[O:31])[CH3:32].[Na+:16].[Na+:17].[O-:18][C:19](=[O:20])[O-:21].[O:1]1[c:2]2[c:3]([cH:7][cH:8][cH:9][cH:10]2)[NH:4][CH2:5][CH2:6]1.[O:22]=[CH:23][N:24]([CH3:25])[CH3:26]>>[O:1]1[c:2]2[c:3]([cH:7][cH:8][cH:9][cH:10]2)[N:4]([CH2:14][CH2:13][CH2:12][Br:11])[CH2:5][CH2:6]1. Reactants: C(C=CCCCCCCCC)O (2-undecen-1-ol), OCC=CCCCCCCCC(=O)OC (methyl 11-hydroxy-9-undecenoate). Product: C(CCCCCCC\C=C/CCCCCCCC)(=O)OC (methyl oleate), C(=CCC)(O)O (butenediol). RXN SMILES: [CH2:1](O)[CH:2]=[CH:3][CH2:4][CH2:5][CH2:6][CH2:7]CCCC.O[CH2:14][CH:15]=[CH:16][CH2:17][CH2:18][CH2:19][CH2:20][CH2:21][CH2:22][CH2:23][C:24]([O:26][CH3:27])=[O:25]>>[C:24]([O:26][CH3:27])(=[O:25])[CH2:23][CH2:22][CH2:21][CH2:20][CH2:19][CH2:18][CH2:17]/[CH:16]=[CH:15]\[CH2:14][CH2:1][CH2:2][CH2:3][CH2:4][CH2:5][CH2:6][CH3:7].[C:24]([OH:26])([OH:25])=[CH:23][CH2:22][CH3:21]. Reported procedure: Isomerization of a mixture of 2-undecen-1-ol and methyl 11-hydroxy-9-undecenoate: The mixture was obtained by means of cross-metathesis of methyl oleate and butenediol. After removal of the solvent on a rotary evaporator, where necessary, a reagent forming protective groups was added, without further working-up steps and without addition or removal of components, and the reaction was carried out further as described under “Isomerization of trans-2-undecen-1-ol”. Starting materials: N1CCCCC2=C1C=C(C=C2)N (2,3,4,5-tetrahydro-1H-1-benzazapin-8-amine), C(C)OC=CC(=O)Cl (3-ethoxyacryloyl chloride). The solvent is C(Cl)Cl (CH2Cl2), [OH-].[Na+] (NaOH). Run at temperature 50 celsius. Yields the product N1C(C=CC2=CC3=C(C=C12)NCCCC3)=O (1,6,7,8,9,10-Hexahydro-2H-azepino[3,2-g]quinolin-2-one). As a reaction SMILES: [NH:1]1[C:7]2[CH:8]=[C:9]([NH2:12])[CH:10]=[CH:11][C:6]=2[CH2:5][CH2:4][CH2:3][CH2:2]1.C([O:15][CH:16]=[CH:17][C:18](Cl)=O)C>C(Cl)Cl.[OH-].[Na+]>[NH:12]1[C:9]2[C:10](=[CH:11][C:6]3[CH2:5][CH2:4][CH2:3][CH2:2][NH:1][C:7]=3[CH:8]=2)[CH:18]=[CH:17][C:16]1=[O:15] |f:3.4|. Procedure: A solution of 2,3,4,5-tetrahydro-1H-1-benzazapin-8-amine (0.6 g, 3.4 mmol) and 3-ethoxyacryloyl chloride (0.45 g, 3.4 mmol) in CH2Cl2 (50 mL) and 3N NaOH (10 mL) was stirred for 1 h at ambient temperature. The reaction was partitioned between CH2Cl2 and water. The organic layer was concentrated and the remaining brown oil was dissolved in 70% aq. H2SO4 (20 mL) and heated gently (50° C.) for 2 h. The reaction was cooled and neutralized with aq. NH4OH and partitioned between water and EtOAc. The o...